The task is: describe an organic reaction: reactants, conditions, products, and yield. This data is from the Open Reaction Database (ORD), a public repository of structured organic reaction records. Reactants: FC1=CC=C(C=C1)C1=C(C=2C(=NC(=C(C2)C(=C)C)NS(=O)(=O)C)O1)C(=O)NC (2-(4-fluorophenyl)-N-methyl-6-(methylsulfonamido)-5-(prop-1-en-2-yl)furo[2,3-b]pyridine-3-carboxamide), IC[C@H](C=C)OCC1=CC=CC=C1 ((S)-((1-iodobut-3-en-2-yloxy)methyl)benzene), C([O-])([O-])=O.[Cs+].[Cs+] (cesium carbonate). Product: C(C1=CC=CC=C1)O[C@H](CN(S(=O)(=O)C)C1=C(C=C2C(=N1)OC(=C2C(=O)NC)C2=CC=C(C=C2)F)C(=C)C)C=C ((S)-6-(N-(2-(benzyloxy)but-3-enyl)methylsulfonamido)-2-(4-fluorophenyl)-N-methyl-5-(prop-1-en-2-yl)furo[2,3-b]pyridine-3-carboxamide). Yield: 57.4%. Reaction SMILES: [F:1][C:2]1[CH:7]=[CH:6][C:5]([C:8]2[O:24][C:11]3=[N:12][C:13]([NH:19][S:20]([CH3:23])(=[O:22])=[O:21])=[C:14]([C:16]([CH3:18])=[CH2:17])[CH:15]=[C:10]3[C:9]=2[C:25]([NH:27][CH3:28])=[O:26])=[CH:4][CH:3]=1.I[CH2:30][C@@H:31]([O:34][CH2:35][C:36]1[CH:41]=[CH:40][CH:39]=[CH:38][CH:37]=1)[CH:32]=[CH2:33].C(=O)([O-])[O-].[Cs+].[Cs+]>>[CH2:35]([O:34][C@@H:31]([CH:32]=[CH2:33])[CH2:30][N:19]([C:13]1[N:12]=[C:11]2[O:24][C:8]([C:5]3[CH:6]=[CH:7][C:2]([F:1])=[CH:3][CH:4]=3)=[C:9]([C:25]([NH:27][CH3:28])=[O:26])[C:10]2=[CH:15][C:14]=1[C:16]([CH3:18])=[CH2:17])[S:20]([CH3:23])(=[O:21])=[O:22])[C:36]1[CH:41]=[CH:40][CH:39]=[CH:38][CH:37]=1 |f:2.3.4|. Procedure: 2-(4-fluorophenyl)-N-methyl-6-(methylsulfonamido)-5-(prop-1-en-2-yl)furo[2,3-b]pyridine-3-carboxamide (87 mg, 0.216 mmol), (S)-((1-iodobut-3-en-2-yloxy)methyl)benzene (62.1 mg, 0.216 mmol) and cesium carbonate (70.3 mg, 0.216 mmol) are heated under microwave irradiation for 30 min at 120° C. HPLC affords (S)-6-(N-(2-(benzyloxy)but-3-enyl)methylsulfonamido)-2-(4-fluorophenyl)-N-methyl-5-(prop-1-en-2-yl)furo[2,3-b]pyridine-3-carboxamide (70 mg, 0.124 mmol, 57.6% yield)